Dataset: the Open Reaction Database (ORD), a public repository of structured organic reaction records. Task: describe an organic reaction: reactants, conditions, products, and yield Starting materials: C(#N)C1=CC=C(CC(CCCCC(=O)OCC)\C=C\C2=C(C=CC=C2)O)C=C1 (Ethyl E-6-(4-cyanobenzyl)-8-(2-hydroxyphenyl)oct-7-enoate), C(C)(C)(C)C1=CC=C(CBr)C=C1 (4-(tert-butyl)benzyl bromide), C([O-])([O-])=O.[K+].[K+] (potassium carbonate). The solvent is C(C)#N (acetonitrile). Product: C(C)(C)(C)C1=CC=C(COC2=C(C=CC=C2)/C=C/C(CCCCC(=O)OCC)CC2=CC=C(C=C2)C#N)C=C1 (Ethyl E-8-[2-(4-tert-butylbenzyloxy)phenyl]-6-(4-cyanobenzyl)oct-7-enoate). The yield is 92.2%. Reaction SMILES: [C:1]([C:3]1[CH:28]=[CH:27][C:6]([CH2:7][CH:8](/[CH:18]=[CH:19]/[C:20]2[CH:25]=[CH:24][CH:23]=[CH:22][C:21]=2[OH:26])[CH2:9][CH2:10][CH2:11][CH2:12][C:13]([O:15][CH2:16][CH3:17])=[O:14])=[CH:5][CH:4]=1)#[N:2].[C:29]([C:33]1[CH:40]=[CH:39][C:36]([CH2:37]Br)=[CH:35][CH:34]=1)([CH3:32])([CH3:31])[CH3:30].C(=O)([O-])[O-].[K+].[K+]>C(#N)C>[C:29]([C:33]1[CH:34]=[CH:35][C:36]([CH2:37][O:26][C:21]2[CH:22]=[CH:23][CH:24]=[CH:25][C:20]=2/[CH:19]=[CH:18]/[CH:8]([CH2:7][C:6]2[CH:27]=[CH:28][C:3]([C:1]#[N:2])=[CH:4][CH:5]=2)[CH2:9][CH2:10][CH2:11][CH2:12][C:13]([O:15][CH2:16][CH3:17])=[O:14])=[CH:39][CH:40]=1)([CH3:32])([CH3:30])[CH3:31] |f:2.3.4|. Reported procedure: A solution of 1.75 g (4.64 mmol) of ethyl E-6-(4-cyanobenzyl)-8-(2-hydroxyphenyl)oct-7-enoate from Example 112A in 50 ml of dry acetonitrile is mixed with 1579 mg (6.95 mmol) of 4-(tert-butyl)benzyl bromide and 961 mg (6.95 mmol) of anhydrous potassium carbonate and heated to reflux for 12 hours. The mixture is then concentrated to dryness. The residue is taken up in ethyl acetate, washed with water and saturated sodium chloride solution and dried over sodium sulfate. The organic phase is concen... The reactants are N1CCNCCNCC1 (1,4,7-triazacyclononane), C(C=O)(=O)O (glyoxylic acid). Yields the product C(=O)(O)CN1CCN(CCN(CC1)CC(=O)O)CC(=O)O (N,N′,N″-Tris(carboxymethyl)-1,4,7-triazacyclononane). As a reaction SMILES: [NH:1]1[CH2:9][CH2:8][NH:7][CH2:6][CH2:5][NH:4][CH2:3][CH2:2]1.[C:10]([OH:14])(=[O:13])[CH:11]=O>>[C:10]([CH2:11][N:1]1[CH2:9][CH2:8][N:7]([CH2:11][C:10]([OH:14])=[O:13])[CH2:6][CH2:5][N:4]([CH2:11][C:10]([OH:14])=[O:13])[CH2:3][CH2:2]1)([OH:14])=[O:13]. Reported procedure: From 1,4,7-triazacyclononane (1.1.3), glyoxylic acid and H2/Pt. Starting materials: S(O)(O)(=O)=O (sulphuric acid), [OH-].[Na+] (sodium hydroxide), [N+](=O)(O)[O-] (nitric acid), ClC1=C(C(=CC=C1)Cl)CC(=O)NC(=N)N ((2,6-dichlorophenylacetyl)-guanidine). The solvent is Cl (hydrogen chloride). Conditions: time 2.5 hour. Product: ClC1=C(C(=CC=C1[N+](=O)[O-])Cl)CC(=O)NC(=N)N ((2,6-dichloro-3-nitrophenylacetyl)-guanidine). RXN SMILES: S(=O)(=O)(O)O.[N+:6]([O-:9])(O)=[O:7].[Cl:10][C:11]1[CH:16]=[CH:15][CH:14]=[C:13]([Cl:17])[C:12]=1[CH2:18][C:19]([NH:21][C:22]([NH2:24])=[NH:23])=[O:20].[OH-].[Na+]>Cl>[Cl:10][C:11]1[C:16]([N+:6]([O-:9])=[O:7])=[CH:15][CH:14]=[C:13]([Cl:17])[C:12]=1[CH2:18][C:19]([NH:21][C:22]([NH2:24])=[NH:23])=[O:20] |f:3.4|. Procedure details: Concentrated sulphuric acid (25 cm3) was added dropwise to cooled concentrated nitric acid (25 cm3), followed by (2,6-dichlorophenylacetyl)-guanidine (2.5 g 8.9 mmol) and the mixture stirred at 0° to 5° C. for 2.5 h. After pouring onto ice (600 g) the mixture was neutralised with sodium hydroxide solution and the precipitated cream solid collected and recrystallised from aqueous methanol affording pale yellow plates of (2,6-dichloro-3-nitrophenylacetyl)-guanidine (2.1 g) m.p. 198°-9° C. (dec). T... The reactants are FC(C=1C=C(C(=O)N2CCC3(C(CNC3=O)C3=CC=CC=C3)CC2)C=C(C1)C(F)(F)F)(F)F ((rac)-8-(3,5-bis-trifluoromethyl-benzoyl)-4-phenyl-2,8-diaza-spiro[4.5]decan-1-one), ClCCN1CCCC1 (1-(2-chloroethyl)-pyrrolidine). Product: FC(C=1C=C(C(=O)N2CCC3(C(CN(C3=O)CCN3CCCC3)C3=CC=CC=C3)CC2)C=C(C1)C(F)(F)F)(F)F ((rac)-8-(3,5-Bis-trifluoromethyl-benzoyl)-4-phenyl-2-(2-pyrrolidin-1-yl-ethyl)-2,8-diaza-spiro[4.5]decan-1-one). Reaction SMILES: [F:1][C:2]([F:33])([F:32])[C:3]1[CH:4]=[C:5]([CH:25]=[C:26]([C:28]([F:31])([F:30])[F:29])[CH:27]=1)[C:6]([N:8]1[CH2:24][CH2:23][C:11]2([C:15](=[O:16])[NH:14][CH2:13][CH:12]2[C:17]2[CH:22]=[CH:21][CH:20]=[CH:19][CH:18]=2)[CH2:10][CH2:9]1)=[O:7].Cl[CH2:35][CH2:36][N:37]1[CH2:41][CH2:40][CH2:39][CH2:38]1>>[F:31][C:28]([F:29])([F:30])[C:26]1[CH:25]=[C:5]([CH:4]=[C:3]([C:2]([F:1])([F:32])[F:33])[CH:27]=1)[C:6]([N:8]1[CH2:9][CH2:10][C:11]2([C:15](=[O:16])[N:14]([CH2:35][CH2:36][N:37]3[CH2:41][CH2:40][CH2:39][CH2:38]3)[CH2:13][CH:12]2[C:17]2[CH:18]=[CH:19][CH:20]=[CH:21][CH:22]=2)[CH2:23][CH2:24]1)=[O:7]. Procedure: The title compound, MS: m/e=568.3 (M+H+), was prepared in accordance with the general method of example 99 from (rac)-8-(3,5-bis-trifluoromethyl-benzoyl)-4-phenyl-2,8-diaza-spiro[4.5]decan-1-one and 1-(2-chloroethyl)-pyrrolidine. Reactants: CC(=O)Nc1ccnc(N2CCN(C(C)C)CC2)c1, Cl, C1COCCO1. Product: CC(C)N1CCN(c2cc(N)ccn2)CC1. RXN SMILES: [CH:1]([CH3:2])([CH3:3])[N:4]1[CH2:5][CH2:6][N:7]([c:10]2[n:11][cH:12][cH:13][c:14]([NH:16][C:17](=[O:18])[CH3:19])[cH:15]2)[CH2:8][CH2:9]1.[ClH:20].[O:21]1[CH2:22][CH2:23][O:24][CH2:25][CH2:26]1>>[CH:1]([CH3:2])([CH3:3])[N:4]1[CH2:5][CH2:6][N:7]([c:10]2[n:11][cH:12][cH:13][c:14]([NH2:16])[cH:15]2)[CH2:8][CH2:9]1. Product: COc1c2n(c3c(C(C)N4CCCCS4(=O)=O)nn(Cc4ccc(F)cc4)c(=O)c13)CCN(C)C2=O. Reaction SMILES: [CH2:53]1[O:54][CH2:55][CH2:56][CH2:57]1.[CH3:9][Si:10]([N-:11][Si:12]([CH3:13])([CH3:14])[CH3:15])([CH3:16])[CH3:17].[F:19][c:20]1[cH:21][cH:22][c:23]([CH2:24][n:25]2[n:26][c:27]([CH:43]([CH3:44])[Cl:45])[c:28]3[c:29]([c:30]2=[O:31])[c:32]([O:41][CH3:42])[c:33]2[n:34]3[CH2:35][CH2:36][N:37]([CH3:40])[C:38]2=[O:39])[cH:46][cH:47]1.[Li+:18].[O:48]=[CH:49][N:50]([CH3:51])[CH3:52].[S:1]1(=[O:7])(=[O:8])[NH:2][CH2:3][CH2:4][CH2:5][CH2:6]1>>[S:1]1(=[O:7])(=[O:8])[N:2]([CH:43]([c:27]2[n:26][n:25]([CH2:24][c:23]3[cH:22][cH:21][c:20]([F:19])[cH:47][cH:46]3)[c:30](=[O:31])[c:29]3[c:28]2[n:34]2[c:33]([c:32]3[O:41][CH3:42])[C:38](=[O:39])[N:37]([CH3:40])[CH2:36][CH2:35]2)[CH3:44])[CH2:3][CH2:4][CH2:5][CH2:6]1. Reactants: C1CCOC1, C[Si](C)(C)[N-][Si](C)(C)C, COc1c2n(c3c(C(C)Cl)nn(Cc4ccc(F)cc4)c(=O)c13)CCN(C)C2=O, [Li+], CN(C)C=O, O=S1(=O)CCCCN1.